This data is from the Open Reaction Database (ORD), a public repository of structured organic reaction records. The task is: describe an organic reaction: reactants, conditions, products, and yield The reactants are CC=1C=2N(CCN1)C=CC2 (3,4-DIHYDRO-1-METHYLPYRROLO(1,2-a)PYRAZINE), CI (methyl iodide). Yields the product [I-].CC=1C=2N(CC[N+]1C)C=CC2 (3,4-dihydro-1,2-dimethylpyrrolo(1,2-a)pyrazinium iodide). RXN SMILES: [CH3:1][C:2]1[C:3]2[N:4]([CH:8]=[CH:9][CH:10]=2)[CH2:5][CH2:6][N:7]=1.[CH3:11][I:12]>C(O)C>[I-:12].[CH3:1][C:2]1[C:3]2[N:4]([CH:8]=[CH:9][CH:10]=2)[CH2:5][CH2:6][N+:7]=1[CH3:11] |f:3.4|. Procedure details: A solution of 3,4-dihydro-1-methylpyrrolo(1,2-a)pyrazine (4.5 g, described in Example 2) and methyl iodide (9 ml) in ethanol (60 ml) is refluxed for 15 hr and evaporated. The residue is crystallized from methanol-diethyl ether to obtain 3,4-dihydro-1,2-dimethylpyrrolo(1,2-a)pyrazinium iodide (6.0 g), mp 166°-168° C. The solvent is C(C)O (ethanol). Starting materials: O=C([O-])[O-], C1CCC2OC2C1, N#Cc1ccc(F)cc1C(F)(F)F, [K+], [K+], CN(C)C=O, O. The product is N#Cc1ccc(OC2CCCCC2O)cc1C(F)(F)F. As a reaction SMILES: [C:21]([O-:22])(=[O:23])[O-:24].[CH:1]12[CH:2]([CH2:3][CH2:4][CH2:5][CH2:6]1)[O:7]2.[F:8][c:9]1[cH:10][c:11]([C:17]([F:18])([F:19])[F:20])[c:12]([C:13]#[N:14])[cH:15][cH:16]1.[K+:25].[K+:26].[O:28]=[CH:29][N:30]([CH3:31])[CH3:32].[OH2:27]>>[CH:1]1([O:7][c:9]2[cH:10][c:11]([C:17]([F:18])([F:19])[F:20])[c:12]([C:13]#[N:14])[cH:15][cH:16]2)[CH:2]([OH:22])[CH2:3][CH2:4][CH2:5][CH2:6]1. Reactants: ClC1=CC=C(N=N1)C=1C=C(C=CC1)N (3-(6-chloro-3-pyridazinyl)benzenamine), C(C)(=O)OC(C)=O (acetic anhydride), C(C)(C)N(CC)C(C)C (diisopropylethylamine). Run in ClCCl (dichloromethane). Yields the product ClC1=CC=C(N=N1)C=1C=C(C=CC1)NC(C)=O (N-[3-(6-Chloro-3-pyridazinyl)phenyl]acetamide). Reaction SMILES: [Cl:1][C:2]1[N:7]=[N:6][C:5]([C:8]2[CH:9]=[C:10]([NH2:14])[CH:11]=[CH:12][CH:13]=2)=[CH:4][CH:3]=1.[C:15](OC(=O)C)(=[O:17])[CH3:16].C(N(C(C)C)CC)(C)C>ClCCl>[Cl:1][C:2]1[N:7]=[N:6][C:5]([C:8]2[CH:9]=[C:10]([NH:14][C:15](=[O:17])[CH3:16])[CH:11]=[CH:12][CH:13]=2)=[CH:4][CH:3]=1. Reported procedure: A solution of 34.0 g of 3-(6-chloro-3-pyridazinyl)benzenamine, 18.8 ml of acetic anhydride, 28.7 ml of diisopropylethylamine and 750 ml of dichloromethane was stirred for 2.5 hrs. The solution was concentrated in vacuo to half of the original volume and 200 ml of hexane was added. The solution was filtered, affording 26.4 g of tan solid. The filtrate was washed with saturated aqueous sodium bicarbonate, dried (Na2SO4) and concentrated in vacuo. The residue and the solid collected previously were... Reactants: C(C)(C)(C)OC(=O)N1[C@H](CN(CC1)CC1=CC=CC=C1)CCC ((S)-4-benzyl-2-propyl-piperazine-1-carboxylic acid tert-butyl ester). Reagents/catalysts: [Pd] (palladium on carbon). Run in CO (methanol). Run at time 6 hour. Yields the product C(C)(C)(C)OC(=O)N1[C@H](CNCC1)CCC ((S)-2-Propyl-piperazine-1-carboxylic acid tert-butyl ester). Reaction SMILES: [C:1]([O:5][C:6]([N:8]1[CH2:13][CH2:12][N:11](CC2C=CC=CC=2)[CH2:10][C@@H:9]1[CH2:21][CH2:22][CH3:23])=[O:7])([CH3:4])([CH3:3])[CH3:2]>[Pd].CO>[C:1]([O:5][C:6]([N:8]1[CH2:13][CH2:12][NH:11][CH2:10][C@@H:9]1[CH2:21][CH2:22][CH3:23])=[O:7])([CH3:4])([CH3:3])[CH3:2]. Procedure: A mixture of 1.50 g (4.24 mmol; purity: 90%) (S)-4-benzyl-2-propyl-piperazine-1-carboxylic acid tert-butyl ester and 150 mg palladium on carbon in 30 mL methanol was hydrogenated at RT for 6 h at 3 bar. The catalyst was removed by filtration and the solvent was evaporated in vacuo. As a reaction SMILES: [CH3:1][N:2]([CH2:36][CH2:37][N:38]1[CH2:43][CH2:42][O:41][CH2:40][CH2:39]1)[C:3]([C:5]1[CH:6]=[C:7]([CH:33]=[CH:34][CH:35]=1)[C:8]([NH:10][C:11]1[CH:16]=[CH:15][C:14]([N:17]2[CH2:22][CH2:21][CH2:20][CH2:19][CH2:18]2)=[CH:13][C:12]=1[C:23]1[CH:24]=[C:25]([CH:30]=[CH:31][N:32]=1)[C:26]([O:28]C)=[O:27])=[O:9])=[O:4].O.[OH-].[Li+]>O1CCOCC1.O>[CH3:1][N:2]([CH2:36][CH2:37][N:38]1[CH2:39][CH2:40][O:41][CH2:42][CH2:43]1)[C:3]([C:5]1[CH:6]=[C:7]([CH:33]=[CH:34][CH:35]=1)[C:8]([NH:10][C:11]1[CH:16]=[CH:15][C:14]([N:17]2[CH2:18][CH2:19][CH2:20][CH2:21][CH2:22]2)=[CH:13][C:12]=1[C:23]1[CH:24]=[C:25]([CH:30]=[CH:31][N:32]=1)[C:26]([OH:28])=[O:27])=[O:9])=[O:4] |f:1.2.3,4.5|. Yield: 124.2%. Product: CN(C(=O)C=1C=C(C(=O)NC2=C(C=C(C=C2)N2CCCCC2)C=2C=C(C(=O)O)C=CN2)C=CC1)CCN1CCOCC1 (2-(2-(3-(methyl(2-morpholinoethyl)carbamoyl)benzamido)-5-(piperidin-1-yl)phenyl)isonicotinic acid). Run at time 1 hour. Run in O1CCOCC1.O (dioxane water). The reactants are CN(C(=O)C=1C=C(C(=O)NC2=C(C=C(C=C2)N2CCCCC2)C=2C=C(C(=O)OC)C=CN2)C=CC1)CCN1CCOCC1 (methyl 2-(2-(3-(methyl(2-morpholinoethyl)carbamoyl)benzamido)-5-(piperidin-1-yl)phenyl)isonicotinate), O.[OH-].[Li+] (lithium hydroxide hydrate). Procedure details: A solution of 231 mg of methyl 2-(2-(3-(methyl(2-morpholinoethyl)carbamoyl)benzamido)-5-(piperidin-1-yl)phenyl)isonicotinate in 9 mL of 2:1 dioxane/water was treated with 33 mg of lithium hydroxide hydrate. After stirring for 1 h the solvent was evaporated and the residue was partitioned between dichloromethane and 3 N hydrochloric acid. The aqueous phase was evaporated to give the product as 280 mg of a yellow solid. The reactants are C(C1=CC=CC=C1)OC1=CC=C(C=C1)C=CCCO (4-(4-benzyloxyphenyl)-3-buten-1-ol), [H][H] (hydrogen). The reagents and catalysts are [C].[Pd] (palladium carbon). Run in CO.C1CCOC1 (methanol THF). Product: OCCCCC1=CC=C(C=C1)O (4-(4-hydroxybutyl)phenol). Yield: 99.0%. RXN SMILES: C([O:8][C:9]1[CH:14]=[CH:13][C:12]([CH:15]=[CH:16][CH2:17][CH2:18][OH:19])=[CH:11][CH:10]=1)C1C=CC=CC=1.[H][H]>CO.C1COCC1.[C].[Pd]>[OH:19][CH2:18][CH2:17][CH2:16][CH2:15][C:12]1[CH:11]=[CH:10][C:9]([OH:8])=[CH:14][CH:13]=1 |f:2.3,4.5|. Procedure details: 4-(4-benzyloxyphenyl)-3-buten-1-ol (1.70 g) was dissolved in a mixture of methanol-THF (1:1, 20 ml); 10% palladium carbon (0.17 g) was added, followed by vigorous stirring in a hydrogen atmosphere for 1.5 hours. The catalyst was filtered off; the filtrate was concentrated under reduced pressure to yield the titled compound (1.1 g) as a colorless crystalline powder.